This data is from the Open Reaction Database (ORD), a public repository of structured organic reaction records. The task is: describe an organic reaction: reactants, conditions, products, and yield Starting materials: C1(=CC=CC=C1)S(=O)(=O)N1C(=C2C=3C(=CC(=CC13)Cl)CCC2CC(NC2=C(C=C(C=C2)CNC(=O)OC(C)(C)C)CC(=O)OC)=O)C(=O)OC (methyl 1-benzenesulfonyl-7-chloro-3-[p-tert-butoxycarbonylaminomethyl-o-(methoxycarbonylmethyl)phenylcarbamoylmethyl]-1,3,4,5-tetrahydrobenz[cd]indole-2-carboxylate), CO (MeOH), [Li+].[OH-] (LiOH), OS(=O)(=O)[O-].[K+] (KHSO4). Run in C1CCOC1 (THF). Run at time 19 hour. Product: ClC=1C=C2C=3C(=C(NC3C1)C(=O)O)C(CC2)CC(NC2=C(C=C(C=C2)CNC(=O)OC(C)(C)C)CC(=O)O)=O (7-Chloro-3-[p-tert-butoxycarbonylaminomethyl-o-(carboxymethyl)phenylcarbamoylmethyl]-1,3,4,5-tetrahydrobenz[cd]indole-2-carboxylic acid). Yield: 65.2%. Reaction SMILES: C1(S([N:10]2[C:18]3[CH:17]=[C:16]([Cl:19])[CH:15]=[C:14]4[CH2:20][CH2:21][CH:22]([CH2:23][C:24](=[O:46])[NH:25][C:26]5[CH:31]=[CH:30][C:29]([CH2:32][NH:33][C:34]([O:36][C:37]([CH3:40])([CH3:39])[CH3:38])=[O:35])=[CH:28][C:27]=5[CH2:41][C:42]([O:44]C)=[O:43])[C:12]([C:13]=34)=[C:11]2[C:47]([O:49]C)=[O:48])(=O)=O)C=CC=CC=1.CO.[Li+].[OH-].OS([O-])(=O)=O.[K+]>C1COCC1>[Cl:19][C:16]1[CH:15]=[C:14]2[CH2:20][CH2:21][CH:22]([CH2:23][C:24](=[O:46])[NH:25][C:26]3[CH:31]=[CH:30][C:29]([CH2:32][NH:33][C:34]([O:36][C:37]([CH3:40])([CH3:39])[CH3:38])=[O:35])=[CH:28][C:27]=3[CH2:41][C:42]([OH:44])=[O:43])[C:12]3=[C:11]([C:47]([OH:49])=[O:48])[NH:10][C:18]([CH:17]=1)=[C:13]23 |f:2.3,4.5|. Procedure: A solution of methyl 1-benzenesulfonyl-7-chloro-3-[p-tert-butoxycarbonylaminomethyl-o-(methoxycarbonylmethyl)phenylcarbamoylmethyl]-1,3,4,5-tetrahydrobenz[cd]indole-2-carboxylate (300 mg, 0.414 mmol) in a mixture of THF (5 mL), MeOH (5 mL), and 1N LiOH (5 mL) was stirred for 19 h at room temperature, acidified to pH 3 with 5% KHSO4, and extracted with ethyl acetate. The organic layer was washed successively with water and brine, dried over magnesium sulfate, and concentrated. The residue was rin...